This data is from the Open Reaction Database (ORD), a public repository of structured organic reaction records. The task is: describe an organic reaction: reactants, conditions, products, and yield Reactants: ClC1=CC2=C(C(OC2)CCO)C=C1 (2-(5-chloro-1,3-dihydro-2-benzofuran-1-yl)ethanol), [Si](C)(C)(C(C)(C)C)OCC[C@@H]1OCCC2=C1C=CC(=C2)Br (2-((1S)-6-bromo-3,4-dihydro-1H-2-benzopyran-1-yl)ethyl tert-butyl(dimethyl)silyl ether). Yields the product C(C)(C)(C)[Si](C)(C)OCCC1OCC2=C1C=CC(=C2)Cl (tert-butyl-[2-(5-chloro-1,3-dihydro-2-benzofuran-1-yl)ethoxy]-dimethylsilane). Reaction SMILES: [Cl:1][C:2]1[CH:13]=[CH:12][C:5]2[CH:6]([CH2:9][CH2:10][OH:11])[O:7][CH2:8][C:4]=2[CH:3]=1.[Si:14](OCC[C@H]1C2C=CC(Br)=CC=2CCO1)([C:17]([CH3:20])([CH3:19])[CH3:18])([CH3:16])[CH3:15]>>[C:17]([Si:14]([O:11][CH2:10][CH2:9][CH:6]1[C:5]2[CH:12]=[CH:13][C:2]([Cl:1])=[CH:3][C:4]=2[CH2:8][O:7]1)([CH3:16])[CH3:15])([CH3:20])([CH3:19])[CH3:18]. Reported procedure: Prepared from 2-(5-chloro-1,3-dihydro-2-benzofuran-1-yl)ethanol, as described for the preparation of 2-((1S)-6-bromo-3,4-dihydro-1H-2-benzopyran-1-yl)ethyl tert-butyl(dimethyl)silyl ether, to yield tert-butyl-[2-(5-chloro-1,3-dihydro-2-benzofuran-1-yl)ethoxy]-dimethylsilane.